describe an organic reaction: reactants, conditions, products, and yield From a dataset of the Open Reaction Database (ORD), a public repository of structured organic reaction records. Reactants: C1CCOC1, COC(=O)c1cc2c(ccn2S(C)(=O)=O)cc1F, [Li+], [OH-], O. The product is CS(=O)(=O)n1ccc2cc(F)c(C(=O)O)cc21. RXN SMILES: [CH2:21]1[O:22][CH2:23][CH2:24][CH2:25]1.[F:1][c:2]1[cH:3][c:4]2[cH:5][cH:6][n:7]([S:15](=[O:16])(=[O:17])[CH3:18])[c:8]2[cH:9][c:10]1[C:11](=[O:12])[O:13][CH3:14].[Li+:19].[OH-:20].[OH2:26]>>[F:1][c:2]1[cH:3][c:4]2[cH:5][cH:6][n:7]([S:15](=[O:16])(=[O:17])[CH3:18])[c:8]2[cH:9][c:10]1[C:11](=[O:12])[OH:13].